The task is: describe an organic reaction: reactants, conditions, products, and yield. This data is from the Open Reaction Database (ORD), a public repository of structured organic reaction records. Reactants: ice, BrC=1C(=CC(=NC1)C#N)OCC(F)(F)F (5-Bromo-4-(2,2,2-trifluoro-ethoxy)-pyridine-2-carbonitrile), aqueous solution, N(=O)[O-].[Na+] (sodium nitrite), [OH-].[Na+] (sodium hydroxide). Solvent: S(O)(O)(=O)=O (sulfuric acid). Reaction conditions: time 30 minute. Yields the product BrC=1C(=CC(=NC1)C(=O)O)OCC(F)(F)F (5-Bromo-4-(2,2,2-trifluoro-ethoxy)-pyridine-2-carboxylic acid). Isolated yield 95.0%. Reaction SMILES: [Br:1][C:2]1[C:3]([O:10][CH2:11][C:12]([F:15])([F:14])[F:13])=[CH:4][C:5]([C:8]#N)=[N:6][CH:7]=1.N([O-])=[O:17].[Na+].[OH-:20].[Na+]>S(=O)(=O)(O)O>[Br:1][C:2]1[C:3]([O:10][CH2:11][C:12]([F:15])([F:14])[F:13])=[CH:4][C:5]([C:8]([OH:17])=[O:20])=[N:6][CH:7]=1 |f:1.2,3.4|. Procedure: A solution of 5-Bromo-4-(2,2,2-trifluoro-ethoxy)-pyridine-2-carbonitrile (Example 78c, 1 g, 3.56 mmol) in sulfuric acid 97% (5 ml) was stirred at 120° C. for 2 h and a 6.0M aqueous solution of sodium nitrite (2.08 ml, 12.5 mmol, Eq: 3.5) was then slowly added to it at r.t. The resulting reaction mixture was stirred at room temperature for 30 minutes and stirred at 80° C. for 1 hour. The reaction was diluted by addition of 20 gr of ice and the pH was adjusted to 1-2 by addition of sodium hydroxid... As a reaction SMILES: [Cl:1][c:2]1[c:3](-[c:8]2[cH:9][c:10](=[O:19])[cH:11][c:12]([C:14](=[O:15])[O:16][CH2:17][CH3:18])[o:13]2)[cH:4][cH:5][cH:6][cH:7]1.[ClH:20]>>[Cl:1][c:2]1[c:3](-[c:8]2[cH:9][c:10](=[O:19])[cH:11][c:12]([C:14](=[O:15])[OH:16])[o:13]2)[cH:4][cH:5][cH:6][cH:7]1. The reactants are CCOC(=O)c1cc(=O)cc(-c2ccccc2Cl)o1, Cl. Product: O=C(O)c1cc(=O)cc(-c2ccccc2Cl)o1. The reactants are CC(=O)O, Cn1nccc1S(=O)(=O)Cl, O=C1N(c2ccc(OC(F)(F)F)cc2)CCC12CCNCC2. Reaction SMILES: [C:1]([OH:2])(=[O:3])[CH3:4].[CH3:27][n:28]1[n:29][cH:30][cH:31][c:32]1[S:33](=[O:34])(=[O:35])[Cl:36].[F:5][C:6]([O:7][c:8]1[cH:9][cH:10][c:11]([N:14]2[C:15](=[O:24])[C:16]3([CH2:17][CH2:18]2)[CH2:19][CH2:20][NH:21][CH2:22][CH2:23]3)[cH:12][cH:13]1)([F:25])[F:26]>>[F:5][C:6]([O:7][c:8]1[cH:9][cH:10][c:11]([N:14]2[C:15](=[O:24])[C:16]3([CH2:17][CH2:18]2)[CH2:19][CH2:20][N:21]([S:33]([c:32]2[n:28]([CH3:27])[n:29][cH:30][cH:31]2)(=[O:34])=[O:35])[CH2:22][CH2:23]3)[cH:12][cH:13]1)([F:25])[F:26]. Yields the product Cn1nccc1S(=O)(=O)N1CCC2(CCN(c3ccc(OC(F)(F)F)cc3)C2=O)CC1. Reactants: C1(=CC=CC=C1)S(=O)(=O)N1C(=CC=2C1=NC=C(C2)F)C(=CC2CCCC2)C2=CC=C(C=C2)S(=O)(=O)CCOC (1-benzenesulfonyl-2-{2-cyclopentyl-1-[4-(2-methoxy-ethanesulfonyl)-phenyl]-vinyl}-5-fluoro-1H-pyrrolo[2,3-b]pyridine), C(C)O (ethanol), [OH-].[Na+] (sodium hydroxide). Solvent: ClCCl (dichloromethane), O1CCCC1 (tetrahydrofuran). Product: C1(CCCC1)C=C(C1=CC=C(C=C1)S(=O)(=O)CCOCC)C1=CC=2C(=NC=C(C2)F)N1 (2-{2-cyclopentyl-1-[4-(2-ethoxy-ethanesulfonyl)-phenyl]-vinyl}-5-fluoro-1H-pyrrolo[2,3-b]pyridine). Yield: 96.0%. RXN SMILES: C1(S([N:10]2[C:14]3=[N:15][CH:16]=[C:17]([F:19])[CH:18]=[C:13]3[CH:12]=[C:11]2[C:20]([C:27]2[CH:32]=[CH:31][C:30]([S:33]([CH2:36][CH2:37][O:38][CH3:39])(=[O:35])=[O:34])=[CH:29][CH:28]=2)=[CH:21][CH:22]2[CH2:26][CH2:25][CH2:24][CH2:23]2)(=O)=O)C=CC=CC=1.[OH-].[Na+].[CH2:42](O)C>O1CCCC1.ClCCl>[CH:22]1([CH:21]=[C:20]([C:11]2[NH:10][C:14]3=[N:15][CH:16]=[C:17]([F:19])[CH:18]=[C:13]3[CH:12]=2)[C:27]2[CH:28]=[CH:29][C:30]([S:33]([CH2:36][CH2:37][O:38][CH2:39][CH3:42])(=[O:34])=[O:35])=[CH:31][CH:32]=2)[CH2:26][CH2:25][CH2:24][CH2:23]1 |f:1.2|. Procedure details: A mixture of 1-benzenesulfonyl-2-{2-cyclopentyl-1-[4-(2-methoxy-ethanesulfonyl)-phenyl]-vinyl}-5-fluoro-1H-pyrrolo[2,3-b]pyridine (400 mg, 0.7 mmol) in ethanol (4 mL), tetrahydrofuran (8 mL) and an aqueous sodium hydroxide solution (10%, 2 mL) was heated at 50° C. for 5 h. The mixture was diluted with dichloromethane (50 mL), washed with water, dried over anhydrous sodium sulfate and then concentrated in vacuo to afford 2-{2-cyclopentyl-1-[4-(2-ethoxy-ethanesulfonyl)-phenyl]-vinyl}-5-fluoro-1H-p... The reactants are MgO, N#N (N2), ClC1=NC(=C(C(=N1)C(=O)OCC)[N+](=O)[O-])Cl (ethyl 2,6-dichloro-5-nitropyrimidine-4-carboxylate), [O-2].[Mg+2] (magnesium oxide). Reagents/catalysts: [Pd] (Pd/C), [Pd] (Palladium on carbon). Solvent: O1CCOCC1 (1,4-dioxane). Product: NC=1C(=NC(=NC1)Cl)C(=O)OCC (ethyl 5-amino-2-chloropyrimidine-4-carboxylate). As a reaction SMILES: N#N.[Cl:3][C:4]1[N:9]=[C:8]([C:10]([O:12][CH2:13][CH3:14])=[O:11])[C:7]([N+:15]([O-])=O)=[C:6](Cl)[N:5]=1.[O-2].[Mg+2]>[Pd].O1CCOCC1>[NH2:15][C:7]1[C:8]([C:10]([O:12][CH2:13][CH3:14])=[O:11])=[N:9][C:4]([Cl:3])=[N:5][CH:6]=1 |f:2.3|. Procedure details: 10% Palladium on carbon (0.2 eq) was added to a N2-flushed mixture of ethyl 2,6-dichloro-5-nitropyrimidine-4-carboxylate (1 eq) and magnesium oxide (2 eq) in 1,4-dioxane (0.15 M). The reaction was purged with H2 under atmospheric pressure at rt. After 16 h additional portions of 10% Pd/C (0.3 eq) and MgO (5 eq) were added and the reaction continued to purge with H2 under atmospheric pressure for 6 h at rt. The crude solids were filtered through a pad of Celite on a paper lined Buchner funnel and... Reactants: C(C)(C)(C)C=1C(=C(C=C(C1)C(C)(C)C)C(C)O)OCCCC (1-(3,5-di-tert.-butyl-2-butyloxyphenyl)ethanol). The reagents and catalysts are [O-2].[Mn+4].[O-2] (manganese(IV)oxide). Run in C1(=CC=CC=C1)C (toluene). Conditions: temperature 75 celsius, time 5 hour. Product: C(C)(C)(C)C=1C(=C(C=C(C1)C(C)(C)C)C(C)=O)OCCCC (1-(3,5-di-tert.-butyl-2-butyloxyphenyl)ethanone). Isolated yield 82.8%. As a reaction SMILES: [C:1]([C:5]1[C:6]([O:18][CH2:19][CH2:20][CH2:21][CH3:22])=[C:7]([CH:15]([OH:17])[CH3:16])[CH:8]=[C:9]([C:11]([CH3:14])([CH3:13])[CH3:12])[CH:10]=1)([CH3:4])([CH3:3])[CH3:2]>C1(C)C=CC=CC=1.[O-2].[Mn+4].[O-2]>[C:1]([C:5]1[C:6]([O:18][CH2:19][CH2:20][CH2:21][CH3:22])=[C:7]([C:15](=[O:17])[CH3:16])[CH:8]=[C:9]([C:11]([CH3:12])([CH3:13])[CH3:14])[CH:10]=1)([CH3:2])([CH3:3])[CH3:4] |f:2.3.4|. Procedure: 2.77 g (9 mmol) of 1-(3,5-di-tert.-butyl-2-butyloxyphenyl)ethanol was dissolved in 120 ml of toluene that had been treated with 14 g of manganese(IV)oxide. This was well stirred at 75° C. for 5 hr. This was cooled and filtered through celite. Solvent was removed to give 2.27 g of 1-(3,5-di-tert.-butyl-2-butyloxyphenyl)ethanone. 1H NMR (CDCl3) δ 7.38 (dd,4H,aromatics), 2.62 (s,3H, CH3C—), 3.72 (t, 2H, —OCH2—). The reactants are CN(C[C@@H]([C@](CC)(O)C1=CC(=CC=C1)OC)C)C ((2S,3S)-1-dimethylamino-3-(3-methoxyphenyl)-2-methylpentan-3-ol), B([C@@H]1CCCN1C(=O)[C@H](C(C)C)N)(O)O.CS(=O)(=O)O (Pt100), C(C(O)C(O)C(=O)O)(=O)O (tartaric acid), CN(C[C@@H]([C@@](CC)(O)C1=CC(=CC=C1)OC)C)C ((2S,3R)-1-dimethylamino-3-(3-methoxyphenyl)-2-methylpentan-3-ol), CN(C[C@@H]([C@](CC)(O)C1=CC(=CC=C1)OC)C)C ((2S,3S)-1-dimethylamino-3-(3-methoxyphenyl)-2-methylpentan-3-ol), [C@@H]([C@H](C(=O)O)O)(C(=O)O)O ((+)-(2R,3R)-tartaric acid). Run in C(C)O (ethanol), C(C)O (ethanol). Conditions: time 20 hour. The product is C(=O)(O)C(O)C(O)C(=O)O.CN(CC(C(CC)(O)C1=CC(=CC=C1)OC)C)C (1-dimethylamino-3-(3-methoxyphenyl)-2-methylpentan-3-ol (+)-tartrate), C(=O)(O)C(O)C(O)C(=O)O.CN(C[C@@H]([C@](CC)(O)C1=CC(=CC=C1)OC)C)C ((2S,3S)-1-dimethylamino-3-(3-methoxyphenyl)-2-methylpentan-3-ol (+)-tartrate), C(=O)(O)C(O)C(O)C(=O)O.CN(C[C@H]([C@@](CC)(O)C1=CC(=CC=C1)OC)C)C ((2R,3R)-1-dimethylamino-3-(3-methoxyphenyl)-2-methylpentan-3-ol (+)-tartrate), C(=O)(O)C(O)C(O)C(=O)O.CN(C[C@@H]([C@@](CC)(O)C1=CC(=CC=C1)OC)C)C ((2S,3R)-1-dimethylamino-3-(3-methoxyphenyl)-2-methylpentan-3-ol (+)-tartrate). Isolated yield 0.8%. Reaction SMILES: B(O)(O)[C@H]1N(C([C@@H](N)C(C)C)=O)CCC1.CS(O)(=O)=O.[C@H:21]([OH:30])([C:27]([OH:29])=[O:28])[C@@H:22]([OH:26])[C:23]([OH:25])=[O:24].[CH3:31][N:32]([CH3:48])[CH2:33][C@H:34]([CH3:47])[C@@:35]([C:39]1[CH:44]=[CH:43][CH:42]=[C:41]([O:45][CH3:46])[CH:40]=1)([OH:38])[CH2:36][CH3:37].[CH3:49][N:50]([CH3:66])[CH2:51][C@H:52]([CH3:65])[C@:53]([C:57]1[CH:62]=[CH:61][CH:60]=[C:59]([O:63][CH3:64])[CH:58]=1)([OH:56])[CH2:54][CH3:55].[C:67]([OH:76])(=[O:75])[CH:68]([CH:70]([C:72]([OH:74])=[O:73])[OH:71])[OH:69]>C(O)C>[C:23]([CH:22]([CH:21]([C:27]([OH:29])=[O:28])[OH:30])[OH:26])([OH:25])=[O:24].[CH3:48][N:32]([CH3:31])[CH2:33][CH:34]([CH3:47])[C:35]([C:39]1[CH:44]=[CH:43][CH:42]=[C:41]([O:45][CH3:46])[CH:40]=1)([OH:38])[CH2:36][CH3:37].[C:72]([CH:70]([CH:68]([C:67]([OH:76])=[O:75])[OH:69])[OH:71])([OH:74])=[O:73].[CH3:66][N:50]([CH3:49])[CH2:51][C@H:52]([CH3:65])[C@@:53]([C:57]1[CH:62]=[CH:61][CH:60]=[C:59]([O:63][CH3:64])[CH:58]=1)([OH:56])[CH2:54][CH3:55].[C:23]([CH:22]([CH:21]([C:27]([OH:29])=[O:28])[OH:30])[OH:26])([OH:25])=[O:24].[CH3:48][N:32]([CH3:31])[CH2:33][C@@H:34]([CH3:47])[C@:35]([C:39]1[CH:44]=[CH:43][CH:42]=[C:41]([O:45][CH3:46])[CH:40]=1)([OH:38])[CH2:36][CH3:37].[C:23]([CH:22]([CH:21]([C:27]([OH:29])=[O:28])[OH:30])[OH:26])([OH:25])=[O:24].[CH3:48][N:32]([CH3:31])[CH2:33][C@H:34]([CH3:47])[C@:35]([C:39]1[CH:44]=[CH:43][CH:42]=[C:41]([O:45][CH3:46])[CH:40]=1)([OH:38])[CH2:36][CH3:37] |f:0.1,7.8,9.10,11.12,13.14|. Procedure details: A 100 l double wall jacketed reaction vessel with electric impeller stirrer, Pt100 temperature sensor and oil-based cooling and heating system was charged with 6.93 kg (46.17 mol) of (+)-(2R,3R)-tartaric acid in 75 l of ethanol. Then a mixture of 10.55 kg (41.97 mol) of the enantiomeric pair (2R,3R)/(2S,3S)-1-dimethylamino-3-(3-methoxyphenyl)-2-methylpentan-3-ol (70%) and the enantiomeric pair (2R,3S)/(2S,3R)-1-dimethylamino-3-(3-methoxyphenyl)-2-methylpentan-3-ol (30%) in 3.5 l of ethanol was e... The reactants are C(C)(=O)OCC(COC(C)=O)(CCC1=CC=C(C=C1)C1=CC=CC=C1)NC(C)=O (acetic acid 2-acetoxymethyl-2-acetylamino-4-biphenyl-4-yl-butyl ester), ice, [Al+3].[Cl-].[Cl-].[Cl-] (AlCl3), C(=O)(C)Cl (AcCl). Solvent: ClCCCl (DCE), ClCCCl (DCE). Conditions: time 30 minute. Product: C(C)(=O)OCC(COC(C)=O)(CCC1=CC=C(C=C1)C1=CC=C(C=C1)C(C)=O)NC(C)=O (Acetic Acid 2-acetoxymethyl-2-acetylamino-4-(4′-acetylbiphenyl-4-yl)-butyl ester). Reaction SMILES: [Al+3].[Cl-].[Cl-].[Cl-].[C:5](Cl)([CH3:7])=[O:6].[C:9]([O:12][CH2:13][C:14]([NH:34][C:35](=[O:37])[CH3:36])([CH2:20][CH2:21][C:22]1[CH:27]=[CH:26][C:25]([C:28]2[CH:33]=[CH:32][CH:31]=[CH:30][CH:29]=2)=[CH:24][CH:23]=1)[CH2:15][O:16][C:17](=[O:19])[CH3:18])(=[O:11])[CH3:10]>ClCCCl>[C:17]([O:16][CH2:15][C:14]([NH:34][C:35](=[O:37])[CH3:36])([CH2:20][CH2:21][C:22]1[CH:23]=[CH:24][C:25]([C:28]2[CH:33]=[CH:32][C:31]([C:5](=[O:6])[CH3:7])=[CH:30][CH:29]=2)=[CH:26][CH:27]=1)[CH2:13][O:12][C:9](=[O:11])[CH3:10])(=[O:19])[CH3:18] |f:0.1.2.3|. Procedure: To a suspension of AlCl3 (16 mmol) in DCE (20 mL) is added AcCl (8 mmol) in one portion. After stirring at room temperature for 30 min, to the solution is added acetic acid 2-acetoxymethyl-2-acetylamino-4-biphenyl-4-yl-butyl ester (2 mmol) in DCE (5 mL). After an additional 30 min, the mixture is poured into ice-cold 1 N NaOH and is extracted with DCM. The organic phase is washed with 1 N HCl, brine and dried over Na2SO4. After concentrating, the crude material is purified by column chromatograp... Starting materials: Example 1 ( 2 ), C(#N)C1=CC=C2C=C(N(C2=C1)C)C(=O)NC1=CC=C(OCC(=O)OC(C)(C)C)C=C1 (t-butyl 4-[(6-cyano-1-methyl-2-indolyl)carbonylamino]phenoxyacetate), C(#N)C1=CC=C2C=C(N(C2=C1)C)C(=O)O (6-cyano-1-methyl-2-indolcarboxylic acid), NC1=CC=C(OCC(=O)OC(C)(C)C)C=C1 (t-butyl 4-aminophenoxyacetate). Product: C(N)(=N)C1=CC=C2C=C(N(C2=C1)C)C(=O)NC1=CC=C(OCC(=O)OC(C)(C)C)C=C1 (t-Butyl 4-[(6-amidino-1-methyl-2-indolyl)carbonylamino]phenoxyacetate). Reaction SMILES: C(C1C=C2C(C=C(C(O)=O)N2C)=CC=1)#[N:2].NC1C=CC(OCC(OC(C)(C)C)=O)=CC=1.[C:32]([C:34]1[CH:42]=[C:41]2[C:37]([CH:38]=[C:39]([C:44]([NH:46][C:47]3[CH:61]=[CH:60][C:50]([O:51][CH2:52][C:53]([O:55][C:56]([CH3:59])([CH3:58])[CH3:57])=[O:54])=[CH:49][CH:48]=3)=[O:45])[N:40]2[CH3:43])=[CH:36][CH:35]=1)#[N:33]>>[C:32]([C:34]1[CH:42]=[C:41]2[C:37]([CH:38]=[C:39]([C:44]([NH:46][C:47]3[CH:61]=[CH:60][C:50]([O:51][CH2:52][C:53]([O:55][C:56]([CH3:57])([CH3:58])[CH3:59])=[O:54])=[CH:49][CH:48]=3)=[O:45])[N:40]2[CH3:43])=[CH:36][CH:35]=1)(=[NH:2])[NH2:33]. Procedure details: In the same manner as in Example 1 (2), 6-cyano-1-methyl-2-indolcarboxylic acid (52 mg, 0.26 mmol) and t-butyl 4-aminophenoxyacetate (63 mg, 0.29 mmol) were condensed to quantitatively give 109 mg of t-butyl 4-[(6-cyano-1-methyl-2-indolyl)carbonylamino]phenoxyacetate as a colorless solid. Starting materials: C(CO)(=O)OC (methyl glycolate), [H-].[Na+] (sodium hydride), C(C1=CC=CC=C1)OC=1C(=NC(=NC1)C)Cl (5-benzyloxy-4-chloro-2-methylpyrimidine), C(CO)(=O)OC (methyl glycolate), ice water. Run in O1CCCC1 (tetrahydrofuran). Run at time 1 hour. The product is C(C1=CC=CC=C1)OC=1C(=NC(=NC1)C)OCC(=O)OC (5-benzyloxy-4-(methoxycarbonyl)methoxy-2-methylpyrimidine). Yield: 42.7%. RXN SMILES: [H-].[Na+].[CH2:3]([O:10][C:11]1[C:12](Cl)=[N:13][C:14]([CH3:17])=[N:15][CH:16]=1)[C:4]1[CH:9]=[CH:8][CH:7]=[CH:6][CH:5]=1.[C:19]([O:23][CH3:24])(=[O:22])[CH2:20][OH:21]>O1CCCC1>[CH2:3]([O:10][C:11]1[C:12]([O:21][CH2:20][C:19]([O:23][CH3:24])=[O:22])=[N:13][C:14]([CH3:17])=[N:15][CH:16]=1)[C:4]1[CH:9]=[CH:8][CH:7]=[CH:6][CH:5]=1 |f:0.1|. Reported procedure: 68 mg of sodium hydride was added to a mixture of 0.4 g of 5-benzyloxy-4-chloro-2-methylpyrimidine, 0.17 g of methyl glycolate and 3.4 ml of tetrahydrofuran at 0° C. The mixture was stirred at room temperature for 1 hour, then, the reaction solution was stirred for 30 minutes at 90° C. 18 mg of methyl glycolate was additionally added to this, and the mixture was stirred for 30 minutes at 90° C. The reaction solution was cooled to room temperature, then, poured into ice water, and extracted with ...